From a dataset of the Open Reaction Database (ORD), a public repository of structured organic reaction records. describe an organic reaction: reactants, conditions, products, and yield Reactants: CCOC(=O)CC(=O)OCC, COCc1ccc(CCBr)cc1, CO, [Na]. RXN SMILES: [C:1]([CH2:2][C:3](=[O:4])[O:5][CH2:6][CH3:7])(=[O:8])[O:9][CH2:10][CH3:11].[CH3:13][O:14][CH2:15][c:16]1[cH:17][cH:18][c:19]([CH2:22][CH2:23][Br:24])[cH:20][cH:21]1.[CH3:25][OH:26].[Na:12]>>[C:1]([CH:2]([C:3](=[O:4])[O:5][CH2:6][CH3:7])[CH2:23][CH2:22][c:19]1[cH:18][cH:17][c:16]([CH2:15][O:14][CH3:13])[cH:21][cH:20]1)(=[O:8])[O:9][CH2:10][CH3:11]. Product: CCOC(=O)C(CCc1ccc(COC)cc1)C(=O)OCC. The product is CCOC(=O)CCC(=O)c1ccc(Cl)cc1OCC(O)CNC(C)(C)C. The reactants are CC(C)(C)N, CCOC(=O)CCC(=O)c1ccc(Cl)cc1OCC1CO1. As a reaction SMILES: [C:22]([CH3:23])([CH3:24])([CH3:25])[NH2:26].[Cl:1][c:2]1[cH:3][c:4]([O:17][CH2:18][CH:19]2[CH2:20][O:21]2)[c:5]([C:6](=[O:7])[CH2:8][CH2:9][C:10](=[O:11])[O:12][CH2:13][CH3:14])[cH:15][cH:16]1>>[Cl:1][c:2]1[cH:3][c:4]([O:17][CH2:18][CH:19]([CH2:20][NH:26][C:22]([CH3:23])([CH3:24])[CH3:25])[OH:21])[c:5]([C:6](=[O:7])[CH2:8][CH2:9][C:10](=[O:11])[O:12][CH2:13][CH3:14])[cH:15][cH:16]1. The reactants are CC(C)(C)NCC(C=1C=CC(=C(C1)CO)O)O.[O-]C(=O)CCCCCCCCC (Salbutamol caprate), CC(COC[C@@H]1[C@@H]2[C@@H]([C@H]([C@H](O1)O[C@@H]3[C@H](O[C@@H]([C@@H]([C@H]3O)O)O[C@@H]4[C@H](O[C@@H]([C@@H]([C@H]4O)O)O[C@@H]5[C@H](O[C@@H]([C@@H]([C@H]5O)O)O[C@@H]6[C@H](O[C@@H]([C@@H]([C@H]6O)O)O[C@@H]7[C@H](O[C@@H]([C@@H]([C@H]7O)O)O[C@@H]8[C@H](O[C@H](O2)[C@@H]([C@H]8O)O)COCC(C)O)COCC(C)O)COCC(C)O)COCC(C)O)COCC(C)O)COCC(C)O)O)O)O (hydroxypropyl-beta cyclodextrin), CC(C)(C)NCC(C=1C=CC(=C(C1)CO)O)O.[O-]C(=O)CCCCCCCCC (Salbutamol caprate). Solvent: O (Water). Conditions: time 30 minute. The product is CC(C)(C)NCC(C=1C=CC(=C(C1)CO)O)O (salbutamol). As a reaction SMILES: [CH3:1][C:2]([NH:5][CH2:6][CH:7]([OH:17])[C:8]1[CH:9]=[CH:10][C:11]([OH:16])=[C:12]([CH2:14][OH:15])[CH:13]=1)([CH3:4])[CH3:3].[O-]C(CCCCCCCCC)=O.CC(O)COC[C@H]1O[C@@H]2O[C@H]3[C@H](O)[C@@H](O)[C@@H](O[C@H]4[C@H](O)[C@@H](O)[C@@H](O[C@H]5[C@H](O)[C@@H](O)[C@@H](O[C@H]6[C@H](O)[C@@H](O)[C@@H](O[C@H]7[C@H](O)[C@@H](O)[C@@H](O[C@H]8[C@H](O)[C@@H](O)[C@@H](O[C@H]1[C@H](O)[C@H]2O)O[C@@H]8COCC(O)C)O[C@@H]7COCC(O)C)O[C@@H]6COCC(O)C)O[C@@H]5COCC(O)C)O[C@@H]4COCC(O)C)O[C@@H]3COCC(O)C>O>[CH3:4][C:2]([NH:5][CH2:6][CH:7]([OH:17])[C:8]1[CH:9]=[CH:10][C:11]([OH:16])=[C:12]([CH2:14][OH:15])[CH:13]=1)([CH3:1])[CH3:3] |f:0.1|. Reported procedure: Salbutamol caprate and hydroxypropyl-beta cyclodextrin (HBP) were complexed by the kneading method. Salbutamol caprate (2.72 g) and HPB (7.728 g) were blended together. Water (5 mL) was added and the mixture ground together in a mortar with a pestle to form a uniform paste. Grinding was continued for 30 minutes. The paste was then dried in a vacuum oven (40° C.; 0 bar) for 48 hours. The solid mass was broken up, passed through a 60 mesh screen and returned to the vacuum oven (40° C.; 0 bar) for ... Starting materials: C(C)(C)(C)OC(=O)N1CCC(CC1)NC1=NC2=CC=C(C=C2C(=N1)C1=C(C=CC=C1)F)Cl (4-[6-chloro-4-(2-fluoro-phenyl)-quinazolin-2-ylamino]-piperidine-1-carboxylic acid tert-butyl ester). Run in C(C)O (ethanol), Cl (HCl), O1CCOCC1 (dioxane). The product is Cl.Cl.ClC=1C=C2C(=NC(=NC2=CC1)NC1CCNCC1)C1=C(C=CC=C1)F ([6-Chloro-4-(2-fluoro-phenyl)-quinazolin-2-yl]-piperidin-4-yl-amine dihydrochloride). As a reaction SMILES: C(OC([N:8]1[CH2:13][CH2:12][CH:11]([NH:14][C:15]2[N:24]=[C:23]([C:25]3[CH:30]=[CH:29][CH:28]=[CH:27][C:26]=3[F:31])[C:22]3[C:17](=[CH:18][CH:19]=[C:20]([Cl:32])[CH:21]=3)[N:16]=2)[CH2:10][CH2:9]1)=O)(C)(C)C>C(O)C.Cl.O1CCOCC1>[ClH:32].[ClH:32].[Cl:32][C:20]1[CH:21]=[C:22]2[C:17](=[CH:18][CH:19]=1)[N:16]=[C:15]([NH:14][CH:11]1[CH2:10][CH2:9][NH:8][CH2:13][CH2:12]1)[N:24]=[C:23]2[C:25]1[CH:30]=[CH:29][CH:28]=[CH:27][C:26]=1[F:31] |f:4.5.6|. Reported procedure: A solution of 4-[6-chloro-4-(2-fluoro-phenyl)-quinazolin-2-ylamino]-piperidine-1-carboxylic acid tert-butyl ester (0.66 g, 1.44 mmol) in ethanol (5 mL) and 4 M HCl in dioxane (20 mL) was stirred at rt for 2 h. The solvent was removed under reduced pressure and the crude product used in the consecutive step without further purification assuming quantitative deprotection and formation of the dihydrochloride salt. MS (ISP): 356.9 [M+H]+.